Dataset: the Open Reaction Database (ORD), a public repository of structured organic reaction records. Task: describe an organic reaction: reactants, conditions, products, and yield Reported procedure: Was prepared according to Example 9 from (4-chloro-phenyl)-(2-hydrazino-9-isobutyl-9H-purin-6-yl)-amine and 2,4-pentanedione. RXN SMILES: [Cl:1][C:2]1[CH:7]=[CH:6][C:5]([NH:8][C:9]2[N:17]=[C:16]([NH:18][NH2:19])[N:15]=[C:14]3[C:10]=2[N:11]=[CH:12][N:13]3[CH2:20][CH:21]([CH3:23])[CH3:22])=[CH:4][CH:3]=1.[CH3:24][C:25](=O)[CH2:26][C:27](=O)[CH3:28]>>[Cl:1][C:2]1[CH:7]=[CH:6][C:5]([NH:8][C:9]2[N:17]=[C:16]([N:18]3[C:27]([CH3:28])=[CH:26][C:25]([CH3:24])=[N:19]3)[N:15]=[C:14]3[C:10]=2[N:11]=[CH:12][N:13]3[CH2:20][CH:21]([CH3:23])[CH3:22])=[CH:4][CH:3]=1. Product: ClC1=CC=C(C=C1)NC1=C2N=CN(C2=NC(=N1)N1N=C(C=C1C)C)CC(C)C ((4-Chloro-phenyl)-[2-(3,5-dimethyl-pyrazol-1-yl)-9-isobutyl-9H-purin-6-yl]-amine). Reactants: ClC1=CC=C(C=C1)NC1=C2N=CN(C2=NC(=N1)NN)CC(C)C ((4-chloro-phenyl)-(2-hydrazino-9-isobutyl-9H-purin-6-yl)-amine), CC(CC(C)=O)=O (2,4-pentanedione). Reactants: BrCC(=O)OCC (ethyl bromoacetate), CNC(=S)NC1=CC=CC=C1 (1-methyl-3-phenylthiourea). Run in CC(=O)C (acetone). Yields the product Br.CN1C(SCC1=O)=NC1=CC=CC=C1 (3-Methyl-4-oxo-2-phenyliminothiazolidine hydrobromide). Reaction SMILES: [Br:1]CC([O:5][CH2:6][CH3:7])=O.[CH3:8][NH:9][C:10]([NH:12][C:13]1[CH:18]=[CH:17][CH:16]=[CH:15][CH:14]=1)=[S:11]>CC(C)=O>[BrH:1].[CH3:8][N:9]1[C:6](=[O:5])[CH2:7][S:11][C:10]1=[N:12][C:13]1[CH:18]=[CH:17][CH:16]=[CH:15][CH:14]=1 |f:3.4|. Reported procedure: 10 g of ethyl bromoacetate and 9.95 g of 1-methyl-3-phenylthiourea in 150 ml of acetone are boiled for 1 hour under a reflux condenser. The reaction mixture is allowed to cool and the crystals are filtered off and washed with acetone. Melting point 212°-215° C. Reactants: N (ammonia), ClC=1C=CC2=C([C@H](S[C@@H](C(N2CC(C)(C)C)=O)CC(=O)O)C2=CC=CC3=CC=CC=C23)C1 (trans-7-chloro-5-(naphthalen-1-yl)-1-neopentyl-1,2,3,5-tetrahydro-2-oxo-4,1-benzothiazepine-3-acetic acid), C(=O)(N1C=NC=C1)N1C=NC=C1 (1,1'-carbonyidiimidazole). Run in O1CCCC1 (tetrahydrofuran), O1CCCC1 (tetrahydrofuran). Conditions: temperature 0 celsius. The product is ClC=1C=CC2=C([C@H](S[C@@H](C(N2CC(C)(C)C)=O)CC(=O)N)C2=CC=CC3=CC=CC=C23)C1 (Trans-7-chloro-5-(naphthalen-1-yl)-1-neopentyl-1,2,3,5-tetrahydro-2-oxo-4,1-benzothiazepine-3-acetamide). RXN SMILES: [Cl:1][C:2]1[CH:3]=[CH:4][C:5]2[N:11]([CH2:12][C:13]([CH3:16])([CH3:15])[CH3:14])[C:10](=[O:17])[C@@H:9]([CH2:18][C:19]([OH:21])=O)[S:8][C@H:7]([C:22]3[C:31]4[C:26](=[CH:27][CH:28]=[CH:29][CH:30]=4)[CH:25]=[CH:24][CH:23]=3)[C:6]=2[CH:32]=1.C(N1C=CN=C1)([N:35]1C=CN=C1)=O.N>O1CCCC1>[Cl:1][C:2]1[CH:3]=[CH:4][C:5]2[N:11]([CH2:12][C:13]([CH3:16])([CH3:15])[CH3:14])[C:10](=[O:17])[C@@H:9]([CH2:18][C:19]([NH2:35])=[O:21])[S:8][C@H:7]([C:22]3[C:31]4[C:26](=[CH:27][CH:28]=[CH:29][CH:30]=4)[CH:25]=[CH:24][CH:23]=3)[C:6]=2[CH:32]=1. Reported procedure: A solution of trans-7-chloro-5-(naphthalen-1-yl)-1-neopentyl-1,2,3,5-tetrahydro-2-oxo-4,1-benzothiazepine-3-acetic acid (200 mg, 426 μmol), 1,1'-carbonyidiimidazole (143 mg, 853 μmol) and tetrahydrofuran (5 mL) was heated at reflux for 1.5 hours. The resulting reaction mixture was cooled to 0° C. and a solution of tetrahydrofuran saturated with anhydrous ammonia (5 mL) was added. After 0.5 hours the reaction mixture was warmed to ambient temperature, concentrated under reduced pressure and purif... Reactants: aqueous solution, CC1OC2(CC1=O)CCN(CC2)C (2,8-dimethyl-1-oxa-8-azaspiro[4,5]-decan-3-one), C(CO)O (ethylene glycol), O.C1(=CC=C(C=C1)S(=O)(=O)O)C (p-toluenesulfonic acid monohydrate), [Na] (sodium). Run in C1(=CC=CC=C1)C (toluene). Product: N (ammonia), CCCCCCCCCCCCCC (tetradecane). RXN SMILES: [CH3:1][CH:2]1[C:6](=O)[CH2:5][C:4]2([CH2:12][CH2:11][N:10](C)CC2)O1.C(O)CO.O.[C:19]1([CH3:29])[CH:24]=[CH:23][C:22](S(O)(=O)=O)=[CH:21][CH:20]=1.[Na]>C1(C)C=CC=CC=1>[NH3:10].[CH3:29][CH2:19][CH2:20][CH2:21][CH2:22][CH2:23][CH2:24][CH2:11][CH2:12][CH2:4][CH2:5][CH2:6][CH2:2][CH3:1] |f:2.3,^1:29|. Procedure: A mixture of 730 mg 2,8-dimethyl-1-oxa-8-azaspiro[4,5]-decan-3-one, 2.25 ml ethylene glycol, 836 mg p-toluenesulfonic acid monohydrate and 30 ml toluene was heated under reflux for 3 hours with a Dean-Strak azeotropic dehydration apparatus, and the reaction mixture was poured into 30 ml of an aqueous solution containing 1.26 g sodium becarbonate. The resulting mixture was extracted with chloroform. The extract was dried over anhydrous magnesium sulfate, and concentrated under reduced pressure. T... Reactants: CCOC(=O)C1(C(O)(c2ccc(C(F)(F)F)cc2)c2ccc(C(F)(F)F)cc2)CCN(C(=O)OC(C)(C)C)CC1, O=C([O-])O, ClCCl, [Na+], O=S(Cl)Cl, c1ccncc1. Product: CCOC(=O)C1(C(Cl)(c2ccc(C(F)(F)F)cc2)c2ccc(C(F)(F)F)cc2)CCN(C(=O)OC(C)(C)C)CC1. RXN SMILES: [C:1]([CH3:2])([CH3:3])([CH3:4])[O:5][C:6](=[O:7])[N:8]1[CH2:9][CH2:10][C:11]([C:14](=[O:15])[O:16][CH2:17][CH3:18])([C:19]([OH:20])([c:21]2[cH:22][cH:23][c:24]([C:27]([F:28])([F:29])[F:30])[cH:25][cH:26]2)[c:31]2[cH:32][cH:33][c:34]([C:37]([F:38])([F:39])[F:40])[cH:35][cH:36]2)[CH2:12][CH2:13]1.[C:51](=[O:52])([OH:53])[O-:54].[CH2:56]([Cl:57])[Cl:58].[Na+:55].[S:41]([Cl:42])([Cl:43])=[O:44].[cH:45]1[cH:46][cH:47][n:48][cH:49][cH:50]1>>[C:1]([CH3:2])([CH3:3])([CH3:4])[O:5][C:6](=[O:7])[N:8]1[CH2:9][CH2:10][C:11]([C:14](=[O:15])[O:16][CH2:17][CH3:18])([C:19]([c:21]2[cH:22][cH:23][c:24]([C:27]([F:28])([F:29])[F:30])[cH:25][cH:26]2)([c:31]2[cH:32][cH:33][c:34]([C:37]([F:38])([F:39])[F:40])[cH:35][cH:36]2)[Cl:43])[CH2:12][CH2:13]1. Starting materials: C1COCCN1, O=C(CCl)Nc1ccc2c(c1)COC(NC1CCc3ccccc31)=N2. Yields the product O=C(CN1CCOCC1)Nc1ccc2c(c1)COC(NC1CCc3ccccc31)=N2. RXN SMILES: [CH2:26]1[CH2:27][O:28][CH2:29][CH2:30][NH:31]1.[Cl:1][CH2:2][C:3](=[O:4])[NH:5][c:6]1[cH:7][c:8]2[c:9]([cH:24][cH:25]1)[N:10]=[C:11]([NH:14][CH:15]1[CH2:16][CH2:17][c:18]3[cH:19][cH:20][cH:21][cH:22][c:23]31)[O:12][CH2:13]2>>[CH2:2]([C:3](=[O:4])[NH:5][c:6]1[cH:7][c:8]2[c:9]([cH:24][cH:25]1)[N:10]=[C:11]([NH:14][CH:15]1[CH2:16][CH2:17][c:18]3[cH:19][cH:20][cH:21][cH:22][c:23]31)[O:12][CH2:13]2)[N:31]1[CH2:26][CH2:27][O:28][CH2:29][CH2:30]1. Reactants: N1(CCC2(CC1)SCC1=C2C=CC=C1)C(=O)OC(C)(C)C (tert-butyl spiro[benzo[c]thiophene-1(3H),4′-piperidine]-1′-carboxylate), O.S(=S)(=O)([O-])[O-].[Na+].[Na+] (sodium thiosulfate-hydrate), OOS(=O)[O-].[K+] (Oxone). Solvent: O (water), C(Cl)Cl (methylene chloride), CC(=O)C (acetone), C(Cl)Cl (methylene chloride), O (water), O (water). Run at temperature 2.5 celsius, time 3 hour. Yields the product N1(CCC2(CC1)S(CC1=C2C=CC=C1)=O)C(=O)OC(C)(C)C (tert-butyl spiro[benzo[c]thiophene-1-(3H),4′-piperidine]-1′-carboxylate 2-oxide). Yield: 133.9%. Reaction SMILES: [N:1]1([C:15]([O:17][C:18]([CH3:21])([CH3:20])[CH3:19])=[O:16])[CH2:6][CH2:5][C:4]2([C:10]3[CH:11]=[CH:12][CH:13]=[CH:14][C:9]=3[CH2:8][S:7]2)[CH2:3][CH2:2]1.[OH:22]OS([O-])=O.[K+].O.S([O-])([O-])(=O)=S.[Na+].[Na+]>O.C(Cl)Cl.CC(C)=O>[N:1]1([C:15]([O:17][C:18]([CH3:21])([CH3:20])[CH3:19])=[O:16])[CH2:2][CH2:3][C:4]2([C:10]3[CH:11]=[CH:12][CH:13]=[CH:14][C:9]=3[CH2:8][S:7]2=[O:22])[CH2:5][CH2:6]1 |f:1.2,3.4.5.6|. Procedure details: 10.0 g of the crude tert-butyl spiro[benzo[c]thiophene-1(3H),4′-piperidine]-1′-carboxylate, obtained in Example 1, were added to 50 ml of methylene chloride and 150 ml of acetone followed by cooling to 0 to 5° C. A solution of 15.0 g (24.4 mmol) of Oxone™ in 75 ml of water was dropped in at 5° C. or lower followed by stirring for 3 hours at 0 to 5° C. A solution of 1.72 g (9.8 mmol) of sodium thiosulfate-hydrate in 50 ml of water was added followed by stirring for 30 minutes at 20 to 25° C. 100 ... The reactants are C(#N)C=1C=C2CN(CC2=CC1)C(=O)OC(C)(C)C (tert-Butyl 5-cyanoisoindoline-2-carboxylate), Cl (HCl), NO (NH2OH), CCN(C(C)C)C(C)C (DIPEA). The solvent is CCO (EtOH). Product: ONC(=N)C=1C=C2CN(CC2=CC1)C(=O)OC(C)(C)C (tert-Butyl 5-(N-hydroxycarbamimidoyl)isoindoline-2-carboxylate). The yield is 99.7%. Reaction SMILES: [C:1]([C:3]1[CH:4]=[C:5]2[C:9](=[CH:10][CH:11]=1)[CH2:8][N:7]([C:12]([O:14][C:15]([CH3:18])([CH3:17])[CH3:16])=[O:13])[CH2:6]2)#[N:2].Cl.[NH2:20][OH:21].CCN(C(C)C)C(C)C>CCO>[OH:21][NH:20][C:1]([C:3]1[CH:4]=[C:5]2[C:9](=[CH:10][CH:11]=1)[CH2:8][N:7]([C:12]([O:14][C:15]([CH3:18])([CH3:17])[CH3:16])=[O:13])[CH2:6]2)=[NH:2]. Procedure details: A product of Step C (0.22 g; 0.904 mmol), HCl×NH2OH (0.16 g; 2.3 mmol) and DIPEA (0.48 ml; 5 mmol) in anhydrous EtOH (3.5 ml) was refluxed for 2 h under N2. The solvents were removed under reduced pressure and the residue was diluted to 30 ml with EtOAc, washed with H2O (2×5 ml), brine, dried over anhydrous MgSO4, filtered and the filtrate evaporated to dryness to give the title compound (0.25 g; 100%) as colourless foam, which was used in next step without further purification.